Dataset: the Open Reaction Database (ORD), a public repository of structured organic reaction records. Task: describe an organic reaction: reactants, conditions, products, and yield Starting materials: OO (hydrogen peroxide), C(C1=CC=CC=C1)SC=1SC2=C(N1)C=CC(=C2)O (2-benzylmercapto-6-hydroxy-benzothiazole), C(C)(=O)O (acetic acid), O (water). Reaction conditions: temperature 100 celsius, time 20 minute. Product: C(C1=CC=CC=C1)S(=O)(=O)C=1SC2=C(N1)C=CC(=C2)O (2-Benzylsulphonyl-6-hydroxy-benzothiazole). The yield is 60.6%. Reaction SMILES: [CH2:1]([S:8][C:9]1[S:10][C:11]2[CH:17]=[C:16]([OH:18])[CH:15]=[CH:14][C:12]=2[N:13]=1)[C:2]1[CH:7]=[CH:6][CH:5]=[CH:4][CH:3]=1.OO.[OH2:21].C(O)(=[O:24])C>>[CH2:1]([S:8]([C:9]1[S:10][C:11]2[CH:17]=[C:16]([OH:18])[CH:15]=[CH:14][C:12]=2[N:13]=1)(=[O:24])=[O:21])[C:2]1[CH:3]=[CH:4][CH:5]=[CH:6][CH:7]=1. Procedure: 0.45 g (2 mmol) of 2-benzylmercapto-6-hydroxy-benzothiazole are dissolved in 15 ml of warm glacial acetic acid and at 50° C. 2.5 ml of 35% hydrogen peroxide is added. The mixture is stirred for 1 hour at 50° C. and 20 minutes at 100° C. It is then added to water, neutralised with soda and extracted with ethyl acetate. The extracts are dried and evaporated down. The evaporation residue is digested with a little ether and suction filtered. Yield: 60.6% of theory, Melting point: 188-189° C. The reactants are [BH4-], O=C1CCCCc2ccc(Br)cc21, O=C([O-])O, CCO, [Na+], [Na+]. The product is OC1CCCCc2ccc(Br)cc21. As a reaction SMILES: [BH4-:14].[Br:1][c:2]1[cH:3][c:4]2[c:5]([cH:12][cH:13]1)[CH2:6][CH2:7][CH2:8][CH2:9][C:10]2=[O:11].[C:16](=[O:17])([OH:18])[O-:19].[CH3:21][CH2:22][OH:23].[Na+:15].[Na+:20]>>[Br:1][c:2]1[cH:3][c:4]2[c:5]([cH:12][cH:13]1)[CH2:6][CH2:7][CH2:8][CH2:9][CH:10]2[OH:11].